This data is from the Open Reaction Database (ORD), a public repository of structured organic reaction records. The task is: describe an organic reaction: reactants, conditions, products, and yield Reactants: [N+](=O)([O-])C=1C=C(C(=O)OC)C=CC1 (methyl 3-nitrobenzoate). Reagents/catalysts: [Pd] (Pd/C). Run in C(C)O.O1CCCC1 (ethanol tetrahydrofuran). Reaction conditions: time 24 hour. Product: NC=1C=C(C(=O)OC)C=CC1 (Methyl 3-Aminobenzoate). Isolated yield 97246.3%. Reaction SMILES: [N+:1]([C:4]1[CH:5]=[C:6]([CH:11]=[CH:12][CH:13]=1)[C:7]([O:9][CH3:10])=[O:8])([O-])=O>C(O)C.O1CCCC1.[Pd]>[NH2:1][C:4]1[CH:5]=[C:6]([CH:11]=[CH:12][CH:13]=1)[C:7]([O:9][CH3:10])=[O:8] |f:1.2|. Reported procedure: A mixture of methyl 3-nitrobenzoate (18.1 g, 0.10 mmol) in ethanol/tetrahydrofuran (9:1) and 1.8 g of 10% Pd/C was hydrogenated under a hydrogen atmosphere at atmospheric pressure and ambient temperature for 24 hr. The reaction mixture was filtered through Celite (Celite is a registered trademark of the John-Manville Product Corporation for diatomaceous earth) and washed with ethanol. The solvent was removed in vacuo to give the title compound as a pale yellow solid (14.7 g; 97% yield) which was... Starting materials: CC(C(=O)NC(C(=O)N1CCC2NCC(COc3ccc(F)c(F)c3)C21)C(C)(C)C)N(C)C(=O)OC(C)(C)C, CN=C=O, ClCCl. Yields the product CNC(=O)N1CC(COc2ccc(F)c(F)c2)C2C1CCN2C(=O)C(NC(=O)C(C)N(C)C(=O)OC(C)(C)C)C(C)(C)C. RXN SMILES: [C:1]([CH3:2])([CH3:3])([CH3:4])[O:5][C:6]([N:7]([CH3:8])[CH:9]([CH3:10])[C:11]([NH:12][CH:13]([C:14]([CH3:15])([CH3:16])[CH3:17])[C:18](=[O:19])[N:20]1[CH:21]2[CH:22]([CH2:23][CH2:24]1)[NH:25][CH2:26][CH:27]2[CH2:28][O:29][c:30]1[cH:31][c:32]([F:37])[c:33]([F:36])[cH:34][cH:35]1)=[O:38])=[O:39].[CH3:40][N:41]=[C:42]=[O:43].[Cl:44][CH2:45][Cl:46]>>[C:1]([CH3:2])([CH3:3])([CH3:4])[O:5][C:6]([N:7]([CH3:8])[CH:9]([CH3:10])[C:11]([NH:12][CH:13]([C:14]([CH3:15])([CH3:16])[CH3:17])[C:18](=[O:19])[N:20]1[CH:21]2[CH:22]([CH2:23][CH2:24]1)[N:25]([C:42]([NH:41][CH3:40])=[O:43])[CH2:26][CH:27]2[CH2:28][O:29][c:30]1[cH:31][c:32]([F:37])[c:33]([F:36])[cH:34][cH:35]1)=[O:38])=[O:39]. Reactants: CC=1C(=C(C2=CC=C(C=C2C1)OC)O)C1=CC=C(C=C1)OC (3-Methyl-6-(methyloxy)-2-[4-(methyloxy)phenyl]-1-naphthalenol), [H-].[Na+] (NaH), FC1=CC=C(C=O)C=C1 (4-fluorobenzaldehyde). Solvent: CN(C)C=O (DMF). The product is CC=1C(=C(C2=CC=C(C=C2C1)OC)OC1=CC=C(C=O)C=C1)C1=CC=C(C=C1)OC (4-({3-Methyl-6-(methyloxy)-2-[4-(methyloxy)phenyl]-1-naphthalenyl}oxy)benzaldehyde). Yield: 81.0%. Reaction SMILES: [CH3:1][C:2]1[C:3]([C:15]2[CH:20]=[CH:19][C:18]([O:21][CH3:22])=[CH:17][CH:16]=2)=[C:4]([OH:14])[C:5]2[C:10]([CH:11]=1)=[CH:9][C:8]([O:12][CH3:13])=[CH:7][CH:6]=2.[H-].[Na+].F[C:26]1[CH:33]=[CH:32][C:29]([CH:30]=[O:31])=[CH:28][CH:27]=1>CN(C=O)C>[CH3:1][C:2]1[C:3]([C:15]2[CH:20]=[CH:19][C:18]([O:21][CH3:22])=[CH:17][CH:16]=2)=[C:4]([O:14][C:26]2[CH:33]=[CH:32][C:29]([CH:30]=[O:31])=[CH:28][CH:27]=2)[C:5]2[C:10]([CH:11]=1)=[CH:9][C:8]([O:12][CH3:13])=[CH:7][CH:6]=2 |f:1.2|. Procedure details: 3-Methyl-6-(methyloxy)-2-[4-(methyloxy)phenyl]-1-naphthalenol (45) (0.30 g, 1.00 mmol) was treated with NaH in DMF followed by addition of 4-fluorobenzaldehyde to give 0.32 g (81%) of the title compound (46) as a light yellow foam. 1H NMR (400 MHz, CDCl3): δ 2.26 (s, 3H), 3.76 (s, 3H), 3.93 (s, 3H), 6.71 (d, J=8.8 Hz, 2H), 6.79 (d, J=8.7 Hz, 2H), 7.02-7.07 (m, 3H), 7.14 (d, J=2.6 Hz, 1H), 7.58 (s, 1H), 7.63 (d, J=8.8 Hz, 2H), 7.66 (d, J=9.1 Hz, 1H), 9.80 (s, 1H). LCMS (APCI): m/z 399 (M+H)+. The reactants are C[Si](C)(C)[N-][Si](C)(C)C.[Li+].C1CCOC1 (lithiumbis(trimethylsilyl)amide THF), [Cl-].[NH4+] (ammonium chloride), C(CCC)[Li].CCCCCC (n-butyl lithium n-hexane), C1(=CC=CC=C1)SC=1N=CN2C1SC=C2 (7-phenylthioimidazo[5,1-b]thiazole), C(CCC)[Sn](CCCC)(CCCC)Cl (tri-n-butylstannyl chloride). The solvent is C1CCOC1 (THF). Reaction conditions: temperature -40 celsius, time 15 minute. Product: C1(=CC=CC=C1)SC=1N=CN2C1SC(=C2)[Sn](CCCC)(CCCC)CCCC (7-Phenylthio-2-(tri-n-butylstannyl)-imidazo[5,1-b]thiazole). Reaction SMILES: C([Li])CCC.CCCCCC.[C:12]1([S:18][C:19]2[N:20]=[CH:21][N:22]3[CH:26]=[CH:25][S:24][C:23]=23)[CH:17]=[CH:16][CH:15]=[CH:14][CH:13]=1.[CH2:27]([Sn:31](Cl)([CH2:36][CH2:37][CH2:38][CH3:39])[CH2:32][CH2:33][CH2:34][CH3:35])[CH2:28][CH2:29][CH3:30].C[Si]([N-][Si](C)(C)C)(C)C.[Li+].C1COCC1.[Cl-].[NH4+]>C1COCC1>[C:12]1([S:18][C:19]2[N:20]=[CH:21][N:22]3[CH:26]=[C:25]([Sn:31]([CH2:32][CH2:33][CH2:34][CH3:35])([CH2:36][CH2:37][CH2:38][CH3:39])[CH2:27][CH2:28][CH2:29][CH3:30])[S:24][C:23]=23)[CH:13]=[CH:14][CH:15]=[CH:16][CH:17]=1 |f:0.1,4.5.6,7.8|. Reported procedure: A 1.59 N n-butyl lithium/n-hexane solution (0.189 ml) was added dropwise at −73° C. in an argon atmosphere to a solution of 66.5 mg of 7-phenylthioimidazo[5,1-b]thiazole in 3 ml of THF. Subsequently, 0.098 ml of tri-n-butylstannyl chloride was added to the mixture. The mixture was stirred at the same temperature for 15 min. The temperature of the system was raised to −40° C. A 1.0 N lithiumbis(trimethylsilyl)amide/THF solution (0.11 ml) was added thereto. The mixture was stirred for one hr. An a... Starting materials: ClC(C(OC(C(=C)C)C1=CC=C(C=C1)Br)=N)(Cl)Cl (1-(4-Bromophenyl)-2-methylprop-2-enyl 2,2,2-trichloroethanimidoate), C(#N)CNC([C@H](CC(C)C)O)=O ((2S)-N-(cyanomethyl)-2-hydroxy-4-methylpentanamide), CC(=O)C.CCOC(=O)C (Acetone EtOAc), CC1=CC=C(C=C1)S(=O)(=O)[O-].C1=CC=[NH+]C=C1 (PPTS). The solvent is C(Cl)Cl (CH2Cl2), CCOC(=O)C (EtOAc). Run at time 72 hour. Product: BrC1=CC=C(C=C1)C(C(=C)C)O[C@H](C(=O)NCC#N)CC(C)C ((2S)-2-{[1-(4-bromophenyl)-2-methylprop-2-enyl]oxy}-N-(cyanomethyl)-4-methylpentanamide). As a reaction SMILES: ClC(Cl)(Cl)C(=N)O[CH:5]([C:9]1[CH:14]=[CH:13][C:12]([Br:15])=[CH:11][CH:10]=1)[C:6]([CH3:8])=[CH2:7].[C:19]([CH2:21][NH:22][C:23](=[O:30])[C@@H:24]([OH:29])[CH2:25][CH:26]([CH3:28])[CH3:27])#[N:20].CC1C=CC(S([O-])(=O)=O)=CC=1.C1C=C[NH+]=CC=1.CC(C)=O.CCOC(C)=O>C(Cl)Cl.CCOC(C)=O>[Br:15][C:12]1[CH:13]=[CH:14][C:9]([CH:5]([O:29][C@@H:24]([CH2:25][CH:26]([CH3:27])[CH3:28])[C:23]([NH:22][CH2:21][C:19]#[N:20])=[O:30])[C:6]([CH3:8])=[CH2:7])=[CH:10][CH:11]=1 |f:2.3,4.5|. Procedure details: To a solution of 1-(4-bromophenyl)-2-methylprop-2-enyl 2,2,2-trichloroethanimidoate of step 2 (0.81 mmol, 300 mg) in CH2Cl2 (6 mL) was added (2S)-N-(cyanomethyl)-2-hydroxy-4-methylpentanamide from Step 1, Example 67 (0.81 mmol, 137 mg) and then PPTS (0.081 mmol, 20 mg). The mixture was stirred at r.t. for 72 h. The mixture was diluted with EtOAc and washed with NaHCO3. The organic extract was dried (anhyd. MgSO4) and concentrated under reduced pressure to give an oil. Chromatography (10% Acetone... The reactants are ClC1=C(OC=2C=CC(=C(C(=O)N)C2)[N+](=O)[O-])C=CC(=C1)C(F)(F)F (5-[2'-chloro-4'-(trifluoromethyl)phenoxy]-2-nitrobenzamide), COC1=CC=C(C=C1)P1(SP(S1)(C1=CC=C(C=C1)OC)=S)=S (2,4-bis(4-methoxyphenyl)-1,3-dithia-2,4-diphosphetane-2,4-disulphide). The solvent is C1(=CC=CC=C1)C (toluene). Conditions: temperature 100 celsius, time 1 hour. Yields the product ClC1=C(OC=2C=CC(=C(C(=S)N)C2)[N+](=O)[O-])C=CC(=C1)C(F)(F)F (5-[2'-chloro-4'-(trifluoromethyl)phenoxy]-2-nitrothiobenzamide). The yield is 128.8%. Reaction SMILES: [Cl:1][C:2]1[CH:20]=[C:19]([C:21]([F:24])([F:23])[F:22])[CH:18]=[CH:17][C:3]=1[O:4][C:5]1[CH:6]=[CH:7][C:8]([N+:14]([O-:16])=[O:15])=[C:9]([CH:13]=1)[C:10]([NH2:12])=O.COC1C=CC(P2(=S)SP(=S)(C3C=CC(OC)=CC=3)[S:34]2)=CC=1>C1(C)C=CC=CC=1>[Cl:1][C:2]1[CH:20]=[C:19]([C:21]([F:24])([F:23])[F:22])[CH:18]=[CH:17][C:3]=1[O:4][C:5]1[CH:6]=[CH:7][C:8]([N+:14]([O-:16])=[O:15])=[C:9]([CH:13]=1)[C:10]([NH2:12])=[S:34]. Reported procedure: A suspension of 5-[2'-chloro-4'-(trifluoromethyl)phenoxy]-2-nitrobenzamide (54.1 g; 0.15 mol) and 2,4-bis(4-methoxyphenyl)-1,3-dithia-2,4-diphosphetane-2,4-disulphide (LAWESSON's reagent) (28 g; 0.075 mol) in toluene (250 cc) is prepared. It is heated to 100° C., with stirring, and the heating is continued for 1 hour at this temperature. The toluene is removed by evaporation and the residue is purified by chromatography. This gives a yellow solid of 5-[2'-chloro-4'-(trifluoromethyl)phenoxy]-2-ni... The reactants are COC1=CC=C(C=N1)C(C(C)[N+](=O)[O-])O (1-(6-methoxypyridin-3-yl)-2-nitro-propan-1-ol), [H][H] (hydrogen). Reagents/catalysts: [Pd] (Pd/C). Solvent: CO (methanol). The product is NC(C(O)C=1C=NC(=CC1)OC)C (2-Amino-1-[6-methoxypyridin-3-yl]propan-1-ol). Isolated yield 23.7%. As a reaction SMILES: [CH3:1][O:2][C:3]1[N:8]=[CH:7][C:6]([CH:9]([OH:15])[CH:10]([N+:12]([O-])=O)[CH3:11])=[CH:5][CH:4]=1.[H][H]>CO.[Pd]>[NH2:12][CH:10]([CH3:11])[CH:9]([C:6]1[CH:7]=[N:8][C:3]([O:2][CH3:1])=[CH:4][CH:5]=1)[OH:15]. Procedure: 1-(6-methoxypyridin-3-yl)-2-nitro-propan-1-ol (2.20 g, 10.37 mmol) was dissolved in methanol (410 mL) and hydrogenated using a H-Cube™ hydrogenation reactor (THALES nanotechnology) equipped with a cartridge of 10% Pd/C. The flow rate was set to 0.8 mL/min, temperature 80° C. and full the hydrogen production at full mode. After evaporation of the solution diastereomers can be separated on preparative HPLC (XTerrra C18, 19×50 mm) using a gradient of 5-30% acetonitrile in water (+1% NH3) gave the p... The reactants are C(C)OCCl (ethoxymethyl chloride), C(C)OCCl (ethoxymethyl chloride), C([O-])([O-])=O.[K+].[K+] (potassium carbonate), C(C1=CC=CC=C1)N1C=NC=2N(C(NC(C12)=O)=O)CCC (7-benzyl-3-propylxanthine). Run in CO (methanol), O (water), CN(C=O)C (dimethylformamide), O (water). Reaction conditions: temperature 60 celsius, time 1 hour. The product is C(C1=CC=CC=C1)N1C=NC=2N(C(N(C(C12)=O)COCC)=O)CCC (7-Benzyl-1-ethoxymethyl-3-propylxanthine). RXN SMILES: C(=O)([O-])[O-].[K+].[K+].[CH2:7]([N:14]1[C:22]2[C:21](=[O:23])[NH:20][C:19](=[O:24])[N:18]([CH2:25][CH2:26][CH3:27])[C:17]=2[N:16]=[CH:15]1)[C:8]1[CH:13]=[CH:12][CH:11]=[CH:10][CH:9]=1.[CH2:28]([O:30][CH2:31]Cl)[CH3:29]>CN(C)C=O.O.CO>[CH2:7]([N:14]1[C:22]2[C:21](=[O:23])[N:20]([CH2:31][O:30][CH2:28][CH3:29])[C:19](=[O:24])[N:18]([CH2:25][CH2:26][CH3:27])[C:17]=2[N:16]=[CH:15]1)[C:8]1[CH:13]=[CH:12][CH:11]=[CH:10][CH:9]=1 |f:0.1.2|. Procedure details: 1.71 g (12.0 mmol) of potassium carbonate were added to a hot solution of 2.2 g (7.7 mmol) of 7-benzyl-3-propylxanthine from stage a) in 60 ml of dimethylformamide at 60° C. and the mixture was stirred at 60° C. for 1 hour. 0.93 ml (10.0 mmol) of ethoxymethyl chloride was then added dropwise and the mixture was stirred at 80° C. for 4.5 hours. A further 0.5 ml (5.3 mmol) of ethoxymethyl chloride was then added and the mixture was again stirred for 6 hours. 12 ml of water and 5 ml of methanol wer...